This data is from the Open Reaction Database (ORD), a public repository of structured organic reaction records. The task is: describe an organic reaction: reactants, conditions, products, and yield The reactants are OC(C1=C(C=NC=2N(C(N(C(C21)=O)CCCOC2OCCCC2)=O)C)OC2=CC(=CC=C2)C(F)(F)F)C=2C=NC(=CC2)C(F)(F)F (5-(hydroxy(6-(trifluoromethyl)pyridin-3-yl)methyl)-1-methyl-3-(3-((tetrahydro-2H-pyran-2-yl)oxy)propyl)-6-(3-(trifluoromethyl)phenoxy)pyrido[2,3-d]pyrimidine-2,4(1H,3H)-dione), OC(C1=C(C=NC=2N(C(N(C(C21)=O)CCCOC2OCCCC2)=O)C)OC2=CC(=CC=C2)C(F)(F)F)C=2C=NC(=CC2)C(F)(F)F (5-(hydroxy(6-(trifluoromethyl)pyridin-3-yl)methyl)-1-methyl-3-(3-((tetrahydro-2H-pyran-2-yl)oxy)propyl)-6-(3-(trifluoromethyl)phenoxy)pyrido[2,3-d]pyrimidine-2,4(1H,3H)-dione). Reagents/catalysts: [Zn] (Zn). The solvent is C(=O)O (HCOOH). Reaction conditions: temperature 50 celsius. The product is C(=O)OCCCN1C(N(C2=C(C1=O)C(=C(C=N2)OC2=CC(=CC=C2)C(F)(F)F)CC=2C=NC(=CC2)C(F)(F)F)C)=O (3-(1-methyl-2,4-dioxo-6-(3-(trifluoromethyl)phenoxy)-5-((6-(trifluoromethyl)pyridin-3-yl)methyl)-1,2-dihydropyrido[2,3-d]pyrimidin-3(4H)-yl)propyl formate). Yield: 52.7%. RXN SMILES: O[CH:2]([C:37]1[CH:38]=[N:39][C:40]([C:43]([F:46])([F:45])[F:44])=[CH:41][CH:42]=1)[C:3]1[C:12]2[C:11](=[O:13])[N:10]([CH2:14][CH2:15][CH2:16][O:17][CH:18]3CCCC[O:19]3)[C:9](=[O:24])[N:8]([CH3:25])[C:7]=2[N:6]=[CH:5][C:4]=1[O:26][C:27]1[CH:32]=[CH:31][CH:30]=[C:29]([C:33]([F:36])([F:35])[F:34])[CH:28]=1>C(O)=O.[Zn]>[CH:18]([O:17][CH2:16][CH2:15][CH2:14][N:10]1[C:11](=[O:13])[C:12]2[C:3]([CH2:2][C:37]3[CH:38]=[N:39][C:40]([C:43]([F:46])([F:44])[F:45])=[CH:41][CH:42]=3)=[C:4]([O:26][C:27]3[CH:32]=[CH:31][CH:30]=[C:29]([C:33]([F:35])([F:34])[F:36])[CH:28]=3)[CH:5]=[N:6][C:7]=2[N:8]([CH3:25])[C:9]1=[O:24])=[O:19]. Reported procedure: To a solution of 5-(hydroxy(6-(trifluoromethyl)pyridin-3-yl)methyl)-1-methyl-3-(3-((tetrahydro-2H-pyran-2-yl)oxy)propyl)-6-(3-(trifluoromethyl)phenoxy)pyrido[2,3-d]pyrimidine-2,4(1H,3H)-dione (See Compound 32, step 2, 75 mg, 0.114 mmol) in HCOOH (3 mL) was added Zn dust (37.5 mg, 0.573 mmol). The reaction was heated at 50° C. for 2 h, cooled to RT and filtered. The filtrate was concentrated and dried to give 3-(1-methyl-2,4-dioxo-6-(3-(trifluoromethyl)phenoxy)-5-((6-(trifluoromethyl)pyridin-3-yl... The reactants are O=C1CCC(=O)N1Br, Cc1ccc(Br)cc1C(F)(F)F, ClC(Cl)(Cl)Cl. Yields the product FC(F)(F)c1cc(Br)ccc1CBr. As a reaction SMILES: [Br:1][N:2]1[C:3](=[O:4])[CH2:5][CH2:6][C:7]1=[O:8].[Br:9][c:10]1[cH:11][c:12]([C:17]([F:18])([F:19])[F:20])[c:13]([CH3:16])[cH:14][cH:15]1.[C:21]([Cl:22])([Cl:23])([Cl:24])[Cl:25]>>[Br:1][CH2:16][c:13]1[c:12]([C:17]([F:18])([F:19])[F:20])[cH:11][c:10]([Br:9])[cH:15][cH:14]1. The reactants are COC(=O)c1cc(N2CCOCC2)ccc1O[Si](C)(C)C(C)(C)C, CCCC[N+](CCCC)(CCCC)CCCC, [F-], C1CCOC1. The product is COC(=O)c1cc(N2CCOCC2)ccc1O. RXN SMILES: [CH3:1][O:2][C:3]([c:4]1[c:5]([O:16][Si:17]([C:18]([CH3:19])([CH3:20])[CH3:21])([CH3:22])[CH3:23])[cH:6][cH:7][c:8]([N:10]2[CH2:11][CH2:12][O:13][CH2:14][CH2:15]2)[cH:9]1)=[O:24].[CH3:26][CH2:27][CH2:28][CH2:29][N+:30]([CH2:31][CH2:32][CH2:33][CH3:34])([CH2:35][CH2:36][CH2:37][CH3:38])[CH2:39][CH2:40][CH2:41][CH3:42].[F-:25].[O:43]1[CH2:44][CH2:45][CH2:46][CH2:47]1>>[CH3:1][O:2][C:3]([c:4]1[c:5]([OH:16])[cH:6][cH:7][c:8]([N:10]2[CH2:11][CH2:12][O:13][CH2:14][CH2:15]2)[cH:9]1)=[O:24]. Reactants: COc1ccc(C2(C(=O)O)CCC3(CC2)OCCO3)cc1, O=S(Cl)Cl, c1ccccc1. Product: COc1ccc(C2(C(=O)Cl)CCC3(CC2)OCCO3)cc1. RXN SMILES: [CH3:1][O:2][c:3]1[cH:4][cH:5][c:6]([C:9]2([C:19](=[O:20])[OH:21])[CH2:10][CH2:11][C:12]3([O:13][CH2:14][CH2:15][O:16]3)[CH2:17][CH2:18]2)[cH:7][cH:8]1.[S:22]([Cl:23])([Cl:24])=[O:25].[cH:26]1[cH:27][cH:28][cH:29][cH:30][cH:31]1>>[CH3:1][O:2][c:3]1[cH:4][cH:5][c:6]([C:9]2([C:19](=[O:21])[Cl:24])[CH2:10][CH2:11][C:12]3([O:13][CH2:14][CH2:15][O:16]3)[CH2:17][CH2:18]2)[cH:7][cH:8]1. Reactants: C1(CCC2=CC=3CCCC3C=C12)=O (3,5,6,7-tetrahydro-2H-s-indacen-1-one), Cl (hydrochloric acid), [H][H] (hydrogen). Reagents/catalysts: [Pd] (palladium on carbon). Solvent: C(C)O (ethanol). Product: C1CCC2=CC=3CCCC3C=C12 (1,2,3,5,6,7-Hexahydro-s-indacene). The yield is 73.8%. As a reaction SMILES: [C:1]1(=O)[C:12]2[C:4](=[CH:5][C:6]3[CH2:7][CH2:8][CH2:9][C:10]=3[CH:11]=2)[CH2:3][CH2:2]1.Cl.[H][H]>[Pd].C(O)C>[CH2:3]1[C:4]2[C:12](=[CH:11][C:10]3[CH2:9][CH2:8][CH2:7][C:6]=3[CH:5]=2)[CH2:1][CH2:2]1. Procedure: A mixture of 3,5,6,7-tetrahydro-2H-s-indacen-1-one (90 grams), ethanol (1 L), 10% palladium on carbon (1-2 grams) and concentrated hydrochloric acid (50 mL) was hydrogenated on a Parr shaker at room temperature until hydrogen uptake ceased. The mixture was filtered through a Celite pad. The pad was washed with 1 L diethyl ether. The filtrate was diluted with water and the organic phase was separated. The aqueous phase was extracted with 1 L of ether, and the combined ether extracts were washed w... The reactants are ClC1=NC(=C2N=CN(C2=N1)[C@@H]1O[C@@H]([C@H]([C@H]1O)O)C1=NC(=NO1)C)NC(CC)CC ((2R,3R,4S,5S)-2-[2-Chloro-6-(1-ethyl-propylamino)-purin-9-yl]-5-(3-methyl-[1,2,4]oxadiazol-5-yl)-tetrahydro-furan-3,4-diol), N[C@@H]1CC[C@H](CC1)N (trans-1,4-diaminocyclohexane), CS(=O)C (DMSO), N[C@@H]1CC[C@H](CC1)N (trans-1,4-diaminocyclohexane). Reaction conditions: temperature 85 celsius. Product: C(=O)O.N[C@@H]1CC[C@H](CC1)NC1=NC(=C2N=CN(C2=N1)[C@@H]1O[C@@H]([C@H]([C@H]1O)O)C1=NC(=NO1)C)NC(CC)CC ((2R,3R,4S,5S)-2-[2-(trans-4-Amino-cyclohexylamino)-6-(1-ethyl-propylamino)-purin-9-yl]-5-(3-methyl-[1,2,4]oxadiazol-5-yl)tetrahydro-furan-3,4-diol formate). As a reaction SMILES: Cl[C:2]1[N:10]=[C:9]2[C:5]([N:6]=[CH:7][N:8]2[C@H:11]2[C@H:15]([OH:16])[C@H:14]([OH:17])[C@@H:13]([C:18]3[O:22][N:21]=[C:20]([CH3:23])[N:19]=3)[O:12]2)=[C:4]([NH:24][CH:25]([CH2:28][CH3:29])[CH2:26][CH3:27])[N:3]=1.[NH2:30][C@H:31]1[CH2:36][CH2:35][C@H:34]([NH2:37])[CH2:33][CH2:32]1.CS(C)=[O:40]>>[CH:18]([OH:22])=[O:40].[NH2:30][C@H:31]1[CH2:36][CH2:35][C@H:34]([NH:37][C:2]2[N:10]=[C:9]3[C:5]([N:6]=[CH:7][N:8]3[C@H:11]3[C@H:15]([OH:16])[C@H:14]([OH:17])[C@@H:13]([C:18]4[O:22][N:21]=[C:20]([CH3:23])[N:19]=4)[O:12]3)=[C:4]([NH:24][CH:25]([CH2:26][CH3:27])[CH2:28][CH3:29])[N:3]=2)[CH2:33][CH2:32]1 |f:3.4|. Reported procedure: Intermediate 11 (0.069 g, 0.163 mmol) and trans-1,4-diaminocyclohexane (0.093 g, 0.815 mmol) were dissolved in DMSO (0.03 ml) and heated at 80-90° C. for 66 h in a sealed vial (eg Reacti vial™), a further portion of trans-1,4-diaminocyclohexane (0.093 g, 0.815 mmol) was added after the first 20 h. The product was purified by Autoprep. to give the title compound after freeze drying as a brown solid (0.063 g). LC/MS system B Rt=2.12 min, m/z=502 MH+. Starting materials: OC=1C=C2CC(N(C2=CC1)C)=O (5-hydroxy-1-methyl-2-indolinone), BrCCCBr (1,3-dibromopropane), C([O-])([O-])=O.[K+].[K+] (potassium carbonate), [I-].[K+] (potassium iodide). The solvent is C(C)C(=O)C (ethylmethyl ketone), C(Cl)Cl (methylene dichloride). Yields the product BrCCCOC=1C=C2CC(N(C2=CC1)C)=O (5-(3-bromopropyloxy)-1-methyl-2-indolinone). RXN SMILES: [OH:1][C:2]1[CH:3]=[C:4]2[C:8](=[CH:9][CH:10]=1)[N:7]([CH3:11])[C:6](=[O:12])[CH2:5]2.[Br:13][CH2:14][CH2:15][CH2:16]Br.C(=O)([O-])[O-].[K+].[K+].[I-].[K+]>C(Cl)Cl.C(C(C)=O)C>[Br:13][CH2:14][CH2:15][CH2:16][O:1][C:2]1[CH:3]=[C:4]2[C:8](=[CH:9][CH:10]=1)[N:7]([CH3:11])[C:6](=[O:12])[CH2:5]2 |f:2.3.4,5.6|. Reported procedure: A mixture of 11.9 g of 5-hydroxy-1-methyl-2-indolinone, 29.2 g of 1,3-dibromopropane, 11 g of potassium carbonate, 1 g of potassium iodide and 75 ml of ethylmethyl ketone is refluxed for 20 hours. The mixture is then diluted with 300 ml of methylene dichloride, washed with water and the solvent is removed under reduced pressure. Starting materials: ClC1=CC=NC2=CC(=C(C=C12)OC)OC (4-Chloro-6,7-dimethoxyquinoline), OC1=C(C=O)C=C(C=C1)OC (2-hydroxy-5-methoxybenzaldehyde), O (water). Reagents/catalysts: CN(C1=CC=NC=C1)C (4-dimethylaminopyridine). The solvent is ClC1=CC=CC=C1 (monochlorobenzene). Conditions: temperature 130 celsius, time 8 hour. Yields the product COC=1C=C2C(=CC=NC2=CC1OC)OC1=C(C=O)C=C(C=C1)OC (2-[(6,7-dimethoxy-4-quinolyl)oxy]-5-methoxybenzaldehyde). Isolated yield 80.4%. As a reaction SMILES: Cl[C:2]1[C:11]2[C:6](=[CH:7][C:8]([O:14][CH3:15])=[C:9]([O:12][CH3:13])[CH:10]=2)[N:5]=[CH:4][CH:3]=1.[OH:16][C:17]1[CH:24]=[CH:23][C:22]([O:25][CH3:26])=[CH:21][C:18]=1[CH:19]=[O:20].O>CN(C)C1C=CN=CC=1.ClC1C=CC=CC=1>[CH3:13][O:12][C:9]1[CH:10]=[C:11]2[C:6](=[CH:7][C:8]=1[O:14][CH3:15])[N:5]=[CH:4][CH:3]=[C:2]2[O:16][C:17]1[CH:24]=[CH:23][C:22]([O:25][CH3:26])=[CH:21][C:18]=1[CH:19]=[O:20]. Procedure: 4-Chloro-6,7-dimethoxyquinoline (2.23 g), 2-hydroxy-5-methoxybenzaldehyde (6.08 g), and 4-dimethylaminopyridine (4.88 g) were suspended in monochlorobenzene (40 ml), and the suspension was stirred at 130° C. overnight. The reaction solution was cooled to room temperature, and water was then added thereto. The mixture was extracted with ethyl acetate. The ethyl acetate layer was then washed with water and saturated brine and was dried over anhydrous sodium sulfate. The solvent was removed therefr...